The task is: describe an organic reaction: reactants, conditions, products, and yield. This data is from the Open Reaction Database (ORD), a public repository of structured organic reaction records. Yield: 3.9%. Reaction SMILES: [OH:1][CH:2]([C:34]1[C:39]([C:40]([F:43])([F:42])[F:41])=[CH:38][CH:37]=[CH:36][N:35]=1)[C:3]1[CH:4]=[C:5]([C:9]2[CH:10]=[C:11]3[C:17]([C:18]4[CH:23]=[CH:22][CH:21]=[CH:20][C:19]=4[O:24][CH3:25])=[N:16][N:15](COC(=O)C(C)(C)C)[C:12]3=[N:13][CH:14]=2)[CH:6]=[CH:7][CH:8]=1.C(N)CN.Cl.C(=O)(O)[O-].[Na+]>C(O)C.[OH-].[Na+].C(Cl)(Cl)Cl>[CH3:25][O:24][C:19]1[CH:20]=[CH:21][CH:22]=[CH:23][C:18]=1[C:17]1[C:11]2[C:12](=[N:13][CH:14]=[C:9]([C:5]3[CH:4]=[C:3]([CH:2]([C:34]4[C:39]([C:40]([F:43])([F:41])[F:42])=[CH:38][CH:37]=[CH:36][N:35]=4)[OH:1])[CH:8]=[CH:7][CH:6]=3)[CH:10]=2)[NH:15][N:16]=1 |f:3.4,6.7|. Run at time 16 hour. Solvent: C(Cl)(Cl)Cl (chloroform), C(C)O (ethanol), [OH-].[Na+] (sodium hydroxide). Product: COC1=C(C=CC=C1)C1=NNC2=NC=C(C=C21)C=2C=C(C=CC2)C(O)C2=NC=CC=C2C(F)(F)F ({3-[3-(2-methoxy-phenyl)-1H-pyrazolo[3,4-b]pyridin-5-yl]-phenyl}-(3-trifluoromethyl-pyridin-2-yl)-methanol). Reactants: C(CN)N (ethylene diamine), C([O-])(O)=O.[Na+] (sodium bicarbonate), OC(C=1C=C(C=CC1)C=1C=C2C(=NC1)N(N=C2C2=C(C=CC=C2)OC)COC(C(C)(C)C)=O)C2=NC=CC=C2C(F)(F)F (2,2-dimethyl-propionic acid 5-{3-[hydroxy-(3-trifluoromethyl-pyridin-2-yl)-methyl]-phenyl}-3-(2-methoxy-phenyl)-pyrazolo[3,4-b]pyridin-1-ylmethyl ester), Cl (hydrochloric acid). Reported procedure: 380 mg (0.64 mmol) of 2,2-dimethyl-propionic acid 5-{3-[hydroxy-(3-trifluoromethyl-pyridin-2-yl)-methyl]-phenyl}-3-(2-methoxy-phenyl)-pyrazolo[3,4-b]pyridin-1-ylmethyl ester was dissolved in hot ethanol. 0.5 ml (450 mg, 7.5 mmol) of ethylene diamine was added and the mixture diluted with 2 M aqueous sodium hydroxide (30% v/v). The resulting mixture was gently heated until all material was dissolved and the solution left at room temperature for 16 h. The pH was adjusted to 8 by addition of concen... The reactants are CC=1C=C(C=CC1)C=1C(OC(C1)=O)=O ((3-methylphenyl)-furan-2,5-dione), ClC=1C=C(N)C=CC1 (3-chloroaniline). Solvent: C(C)(=O)O (acetic acid). Reaction conditions: time 3 hour. The product is ClC=1C=C(C=CC1)N1C(C(=CC1=O)C1=CC(=CC=C1)C)=O (1-(3-chlorophenyl)-(3-methylphenyl)-pyrrole-2,5-dione). Reaction SMILES: [CH3:1][C:2]1[CH:3]=[C:4]([C:8]2[C:9](=[O:14])O[C:11](=[O:13])[CH:12]=2)[CH:5]=[CH:6][CH:7]=1.[Cl:15][C:16]1[CH:17]=[C:18]([CH:20]=[CH:21][CH:22]=1)[NH2:19]>C(O)(=O)C>[Cl:15][C:16]1[CH:17]=[C:18]([N:19]2[C:11](=[O:13])[CH:12]=[C:8]([C:4]3[CH:5]=[CH:6][CH:7]=[C:2]([CH3:1])[CH:3]=3)[C:9]2=[O:14])[CH:20]=[CH:21][CH:22]=1. Procedure details: To a stirred solution of (3-methylphenyl)-furan-2,5-dione (265 mg, 1.41 mmol) in acetic acid (5 ml) at room temperature was added 3-chloroaniline (149 μl, 1.41 mmol). The reaction mixture was heated to reflux and stirred for 3 hours. The reaction mixture was cooled to room temperature. The precipitate formed was filtered, re-suspended in water (15 ml) and recovered by filtration. The precipitate was washed with water (10 ml), heptane (10 ml) and dried under air suction followed by high vacuum.